Dataset: the Open Reaction Database (ORD), a public repository of structured organic reaction records. Task: describe an organic reaction: reactants, conditions, products, and yield The reactants are amine, Cl (hydrogen chloride), CN1[C@@H](CCC1)CCC1=CNC2=CC=C(C=C12)N ((R)-3-(2-(1-methylpyrrolidin-2-yl)ethyl)-1H-indol-5-amine), I.CSC(=N)C=1SC=CC1 (thiophene-2-carboximidothioic acid methyl ester hydroiodide), N (ammonia). Solvent: C(C)O (ethanol), CCOCC (ether), CCOCC (ether), CO (methanol), CO (methanol). The product is Cl.Cl.CN1[C@@H](CCC1)CCC1=CNC2=CC=C(C=C12)NC(=N)C=1SC=CC1 ((R)—N-(3-(2-(1-methylpyrrolidin-2-yl)ethyl)-1H-indol-5-yl)thiophene-2-carboximidamide dihydrochloride). Reaction SMILES: [CH3:1][N:2]1[CH2:6][CH2:5][CH2:4][C@H:3]1[CH2:7][CH2:8][C:9]1[C:17]2[C:12](=[CH:13][CH:14]=[C:15]([NH2:18])[CH:16]=2)[NH:11][CH:10]=1.I.CS[C:22]([C:24]1[S:25][CH:26]=[CH:27][CH:28]=1)=[NH:23].N.[ClH:30]>CO.CCOCC.C(O)C>[ClH:30].[ClH:30].[CH3:1][N:2]1[CH2:6][CH2:5][CH2:4][C@H:3]1[CH2:7][CH2:8][C:9]1[C:17]2[C:12](=[CH:13][CH:14]=[C:15]([NH:18][C:22]([C:24]3[S:25][CH:26]=[CH:27][CH:28]=3)=[NH:23])[CH:16]=2)[NH:11][CH:10]=1 |f:1.2,8.9.10|. Procedure details: To an argon purged round bottom flask was charged 146 (40 mg, 0.164 mmol) and thiophene-2-carboximidothioic acid methyl ester hydroiodide (94 mg, 0.329 mmol) followed by absolute ethanol (3 mL). The reaction was stirred using a magnetic stirbar for 60 hours at room temperature. TLC (10% 2 M ammonia in methanol/90% dichloromethane) revealed all starting amine had reacted. The reaction as treated with ether (50 mL). The resulting yellow precipitate was collected by vacuum filtration and washed wit...